Dataset: the Open Reaction Database (ORD), a public repository of structured organic reaction records. Task: describe an organic reaction: reactants, conditions, products, and yield The reactants are C(C)(C)N(CC)C(C)C (diisopropylethylamine), ClC=1C=C(C=C(C1)Cl)S(=O)(=O)Cl (3,5-dichlorobenzenesulphonyl chloride), CN(CCC1=CC=C(C=C1)C=1N(CCN1)C(=O)OC(C)(C)C)C(CCNC)=O (tert.-butyl 2-(4-{2-[methyl-(3-methylaminopropionyl)amino]ethyl}phenyl)-4,5-dihydroimidazole-1-carboxylate), solution, FC(C(=O)O)(F)F (trifluoroacetic acid). Run in C(C)#N (acetonitrile), C(C)#N (acetonitrile), O (water). Reaction conditions: time 1.5 hour. The product is FC(C(=O)O)(F)F.ClC=1C=C(C=C(C1)Cl)S(=O)(=O)CNCCC(=O)N(C)CCC1=CC=C(C=C1)C=1NCCN1 (3-[(3,5-Dichlorobenzenesulphonyl)methylamino]-N-{2-[4-(4,5-dihydro-1H-imidazol-2-yl)phenyl]ethyl}-N-methylpropionamide trifluoroacetate). As a reaction SMILES: C(N(C(C)C)CC)(C)C.[Cl:10][C:11]1[CH:12]=[C:13]([S:18](Cl)(=[O:20])=[O:19])[CH:14]=[C:15]([Cl:17])[CH:16]=1.[CH3:22][N:23]([C:44](=[O:49])[CH2:45][CH2:46][NH:47][CH3:48])[CH2:24][CH2:25][C:26]1[CH:31]=[CH:30][C:29]([C:32]2[N:33](C(OC(C)(C)C)=O)[CH2:34][CH2:35][N:36]=2)=[CH:28][CH:27]=1.[F:50][C:51]([F:56])([F:55])[C:52]([OH:54])=[O:53]>C(#N)C.O>[F:50][C:51]([F:56])([F:55])[C:52]([OH:54])=[O:53].[Cl:10][C:11]1[CH:12]=[C:13]([S:18]([CH2:48][NH:47][CH2:46][CH2:45][C:44]([N:23]([CH2:24][CH2:25][C:26]2[CH:27]=[CH:28][C:29]([C:32]3[NH:36][CH2:35][CH2:34][N:33]=3)=[CH:30][CH:31]=2)[CH3:22])=[O:49])(=[O:20])=[O:19])[CH:14]=[C:15]([Cl:17])[CH:16]=1 |f:6.7|. Procedure details: 6.88 μl (65.77 μmol) of diisopropylethylamine and a solution of 3.26 mg (13.15 μmol) of 3,5-dichlorobenzenesulphonyl chloride in 150 μl of acetonitrile were added to a solution of 7.3 mg (13.15 μmol) of tert.-butyl 2-(4-{2-[methyl-(3-methylaminopropionyl)amino]ethyl}phenyl)-4,5-dihydroimidazole-1-carboxylate in 100 μl of acetonitrile. The reaction mixture was stirred at room temperature for 1.5 hours. 500 μl of a solution of trifluoroacetic acid and water (95/5) were then added, and the mixture ... Starting materials: Cc1cc(-c2nc3ccccc3o2)ccc1Br, CCCC[Sn](CCCC)(CCCC)c1ccccn1, [F-], [K+], CN(C)C=O, O, c1ccc(P(c2ccccc2)(c2ccccc2)[Pd](P(c2ccccc2)(c2ccccc2)c2ccccc2)(P(c2ccccc2)(c2ccccc2)c2ccccc2)P(c2ccccc2)(c2ccccc2)c2ccccc2)cc1. Product: Cc1cc(-c2nc3ccccc3o2)ccc1-c1ccccn1. As a reaction SMILES: [Br:1][c:2]1[c:3]([CH3:17])[cH:4][c:5](-[c:8]2[o:9][c:10]3[c:11]([n:12]2)[cH:13][cH:14][cH:15][cH:16]3)[cH:6][cH:7]1.[CH2:18]([Sn:19]([CH2:20][CH2:21][CH2:22][CH3:29])([c:23]1[n:24][cH:25][cH:26][cH:27][cH:28]1)[CH2:30][CH2:31][CH2:32][CH3:33])[CH2:34][CH2:35][CH3:36].[F-:42].[K+:43].[O:37]=[CH:38][N:39]([CH3:40])[CH3:41].[OH2:121].[cH:44]1[cH:45][cH:46][c:47]([P:48]([Pd:49]([P:50]([c:51]2[cH:52][cH:53][cH:54][cH:55][cH:56]2)([c:57]2[cH:58][cH:59][cH:60][cH:61][cH:62]2)[c:63]2[cH:64][cH:65][cH:66][cH:67][cH:68]2)([P:69]([c:70]2[cH:71][cH:72][cH:73][cH:74][cH:75]2)([c:76]2[cH:77][cH:78][cH:79][cH:80][cH:81]2)[c:82]2[cH:83][cH:84][cH:85][cH:86][cH:87]2)[P:88]([c:89]2[cH:90][cH:91][cH:92][cH:93][cH:94]2)([c:95]2[cH:96][cH:97][cH:98][cH:99][cH:100]2)[c:101]2[cH:102][cH:103][cH:104][cH:105][cH:106]2)([c:107]2[cH:108][cH:109][cH:110][cH:111][cH:112]2)[c:113]2[cH:114][cH:115][cH:116][cH:117][cH:118]2)[cH:119][cH:120]1>>[c:2]1(-[c:23]2[n:24][cH:25][cH:26][cH:27][cH:28]2)[c:3]([CH3:17])[cH:4][c:5](-[c:8]2[o:9][c:10]3[c:11]([n:12]2)[cH:13][cH:14][cH:15][cH:16]3)[cH:6][cH:7]1. Reactants: COc1ccc(CC2CO2)cc1, [N-]=[N+]=[N-], [Na+], CN(C)C=O, O. Yields the product COc1ccc(CC(O)CN=[N+]=[N-])cc1. RXN SMILES: [CH3:1][O:2][c:3]1[cH:4][cH:5][c:6]([CH2:7][CH:8]2[O:9][CH2:10]2)[cH:11][cH:12]1.[N-:14]=[N+:15]=[N-:16].[Na+:13].[O:17]=[CH:18][N:19]([CH3:20])[CH3:21].[OH2:22]>>[CH3:1][O:2][c:3]1[cH:4][cH:5][c:6]([CH2:7][CH:8]([OH:9])[CH2:10][N:14]=[N+:15]=[N-:16])[cH:11][cH:12]1. The reactants are Brc1ccc(COc2ccccn2)cc1, [Li]CCCC, CN(C)C=O, CCOC(C)=O, C1CCOC1, O. Yields the product O=Cc1ccc(COc2ccccn2)cc1. RXN SMILES: [Br:6][c:7]1[cH:8][cH:9][c:10]([CH2:11][O:12][c:13]2[n:14][cH:15][cH:16][cH:17][cH:18]2)[cH:19][cH:20]1.[CH2:21]([Li:22])[CH2:23][CH2:24][CH3:25].[CH3:26][N:27]([CH3:28])[CH:29]=[O:30].[CH3:31][CH2:32][O:33][C:34](=[O:35])[CH3:36].[O:1]1[CH2:2][CH2:5][CH2:4][CH2:3]1.[OH2:37]>>[O:1]=[CH:2][c:7]1[cH:8][cH:9][c:10]([CH2:11][O:12][c:13]2[n:14][cH:15][cH:16][cH:17][cH:18]2)[cH:19][cH:20]1. Reactants: CCOC(=O)c1cc2ccc(Oc3ccc(N)cn3)cc2[nH]1, CC(=O)OC(C)=O, O, c1ccncc1. Product: CCOC(=O)c1cc2ccc(Oc3ccc(NC(C)=O)cn3)cc2[nH]1. RXN SMILES: [CH2:1]([CH3:2])[O:3][C:4](=[O:5])[c:6]1[nH:7][c:8]2[cH:9][c:10]([O:15][c:16]3[n:17][cH:18][c:19]([NH2:22])[cH:20][cH:21]3)[cH:11][cH:12][c:13]2[cH:14]1.[CH3:23][C:24](=[O:25])[O:26][C:27](=[O:28])[CH3:29].[OH2:30].[cH:31]1[cH:32][cH:33][n:34][cH:35][cH:36]1>>[CH2:1]([CH3:2])[O:3][C:4](=[O:5])[c:6]1[nH:7][c:8]2[cH:9][c:10]([O:15][c:16]3[n:17][cH:18][c:19]([NH:22][C:24]([CH3:23])=[O:25])[cH:20][cH:21]3)[cH:11][cH:12][c:13]2[cH:14]1. The reactants are NC1=NC(=NC2=CC(=C(C=C12)OC)OC)Cl (4-Amino-2-chloro-6,7-dimethoxyquinazoline), O(C1=CC=CC=C1)CC(OC1CCNCC1)C1=CC=CC=C1 (4-(2-phenoxy-1-phenylethoxy)piperidine). The solvent is C(CCC)O (n-butanol). Product: O.Cl.NC1=NC(=NC2=CC(=C(C=C12)OC)OC)N1CCC(CC1)OC(COC1=CC=CC=C1)C1=CC=CC=C1 (4-Amino-6,7-Dimethoxy-2-[4-(2-phenoxy-1-phenylethoxy)piperidino]quinazoline hydrochloride hydrate). As a reaction SMILES: [NH2:1][C:2]1[C:11]2[C:6](=[CH:7][C:8]([O:14][CH3:15])=[C:9]([O:12][CH3:13])[CH:10]=2)[N:5]=[C:4]([Cl:16])[N:3]=1.[O:17]([CH2:24][CH:25]([C:33]1[CH:38]=[CH:37][CH:36]=[CH:35][CH:34]=1)[O:26][CH:27]1[CH2:32][CH2:31][NH:30][CH2:29][CH2:28]1)[C:18]1[CH:23]=[CH:22][CH:21]=[CH:20][CH:19]=1>C(O)CCC>[OH2:12].[ClH:16].[NH2:1][C:2]1[C:11]2[C:6](=[CH:7][C:8]([O:14][CH3:15])=[C:9]([O:12][CH3:13])[CH:10]=2)[N:5]=[C:4]([N:30]2[CH2:29][CH2:28][CH:27]([O:26][CH:25]([C:33]3[CH:38]=[CH:37][CH:36]=[CH:35][CH:34]=3)[CH2:24][O:17][C:18]3[CH:19]=[CH:20][CH:21]=[CH:22][CH:23]=3)[CH2:32][CH2:31]2)[N:3]=1 |f:3.4.5|. Procedure: 4-Amino-2-chloro-6,7-dimethoxyquinazoline (1.44 g.) and 4-(2-phenoxy-1-phenylethoxy)piperidine (2.0 g.) in n-butanol (100 ml.) were heated under reflux for 20 hours. The solvent was then evaporated in vacuo, the residue triturated with ether and crystallized from isopropanol. The solid was partitioned between chloroform and aqueous sodium carbonate solution, the chloroform extract dried (MgSO4) and the solvent evaporated in vacuo. The residue was chromatographed on silica (100 g.) eluting with c...